Dataset: the Open Reaction Database (ORD), a public repository of structured organic reaction records. Task: describe an organic reaction: reactants, conditions, products, and yield The reactants are FC=1C=C2C3=C(NC2=CC1)C(NCC=C3CC(=O)N=[N+]=[N-])=O ((7-Fluoro-1-oxo-1,2,3,10-tetrahydro-azepino[3,4-b]indol-5-yl)-acetyl azide), CN(CCN)C (N,N-dimethylethylene-diamine). The solvent is C1(=CC=CC=C1)C (toluene). Conditions: temperature 110 celsius. The product is CN(CCNC(C=C1CCNC(C=2NC3=CC=C(C=C3C21)F)=O)=O)C (N-(2-dimethylamino-ethyl)-2-(7-fluoro-1-oxo-1,3,4,10-tetrahydro-2H-azepino[3,4-b]indol-5-ylidene)-acetamide). Reaction SMILES: [F:1][C:2]1[CH:3]=[C:4]2[C:8](=[CH:9][CH:10]=1)[NH:7][C:6]1[C:11](=[O:22])[NH:12][CH2:13][CH:14]=[C:15]([CH2:16][C:17]([N:19]=[N+]=[N-])=[O:18])[C:5]2=1.[CH3:23][N:24]([CH3:28])[CH2:25][CH2:26]N>C1(C)C=CC=CC=1>[CH3:23][N:24]([CH3:28])[CH2:25][CH2:26][NH:19][C:17](=[O:18])[CH:16]=[C:15]1[C:5]2[C:4]3[C:8](=[CH:9][CH:10]=[C:2]([F:1])[CH:3]=3)[NH:7][C:6]=2[C:11](=[O:22])[NH:12][CH2:13][CH2:14]1. Procedure details: A suspension of (7-Fluoro-1-oxo-1,2,3,10-tetrahydro-azepino[3,4-b]indol-5-yl)-acetyl azide, prepared as in reference 17, (10 mg, 0.33 mmol) and N,N-dimethylethylene-diamine (15 mg, 0.17 mmol) in dry toluene (1 mL) is heated at 110° C. for 1 hour. Toluene is removed in vacuum and the residue is purified by HPLC (C18 column, eluted with CH3CN/H2O with 0.5% TFA) to afford N-(2-dimethylamino-ethyl)-2-(7-fluoro-1-oxo-1,3,4,10-tetrahydro-2H-azepino[3,4-b]indol-5-ylidene)-acetamide; 1H NMR (DMSO-d6) δ ... Reactants: N1[C@@H](CCC1=O)C(=O)O ((L)-pyroglutamic acid), C(C1=CC=CC=C1)O (benzyl alcohol), S(O)(O)(=O)=O (sulfuric acid), ( A ), C(C1=CC=CC=C1)O (benzyl alcohol). The solvent is C1(=CC=CC=C1)C (toluene). Yields the product N1[C@@H](CCC1=O)C(=O)OCC1=CC=CC=C1 (benzyl (L)-pyroglutamate). RXN SMILES: [NH:1]1[C:5](=[O:6])[CH2:4][CH2:3][C@H:2]1[C:7]([OH:9])=[O:8].[CH2:10](O)[C:11]1[CH:16]=[CH:15][CH:14]=[CH:13][CH:12]=1.S(=O)(=O)(O)O>C1(C)C=CC=CC=1>[NH:1]1[C:5](=[O:6])[CH2:4][CH2:3][C@H:2]1[C:7]([O:9][CH2:10][C:11]1[CH:16]=[CH:15][CH:14]=[CH:13][CH:12]=1)=[O:8]. Reported procedure: A suspension of 103.2 g (0.8 mol) of (L)-pyroglutamic acid in 2.8 liters of toluene, 86.6 g (0.8 mol) of benzyl alcohol and 4.3 ml of sulfuric acid is heated under reflux for 7 to 8 hours in a 4 liter apparatus equipped with a good stirrer and a Dean-Stark attachment. TLC (A) is used to check that the benzyl alcohol has disappeared and the mixture is cooled and washed with 2×400 ml of water, 2×400 ml of a 2% solution of Na2CO3 and then 2×400 ml water. The toluene layer is dried over sodium sulfa...